From a dataset of the Open Reaction Database (ORD), a public repository of structured organic reaction records. describe an organic reaction: reactants, conditions, products, and yield Reactants: SC=1SC2=C(N1)C=CC=C2 (2-mercaptobenzothiazole), N (ammonia), Cl[O-].[Na+] (sodium hypochlorite). The solvent is O (water). Product: S1C(=NC2=C1C=CC=C2)SN (2-Benzothiazole sulfenamide). RXN SMILES: [SH:1][C:2]1[S:3][C:4]2[CH:10]=[CH:9][CH:8]=[CH:7][C:5]=2[N:6]=1.[NH3:11].Cl[O-].[Na+]>O>[S:3]1[C:4]2[CH:10]=[CH:9][CH:8]=[CH:7][C:5]=2[N:6]=[C:2]1[S:1][NH2:11] |f:2.3|. Procedure details: 2-Benzothiazole sulfenamide was synthesized from the reaction of 2-mercaptobenzothiazole, ammonia, and sodium hypochlorite in water (previously incorporated J. Org. Chem., 14, 921 (1940)). The reactants are CCO, O=Cc1ccc(Cl)cc1Cl, [K+], [K+], O=C([O-])[O-], N#CCc1cccnc1. Product: N#CC(=Cc1ccc(Cl)cc1Cl)c1cccnc1. RXN SMILES: [CH3:26][CH2:27][OH:28].[Cl:1][c:2]1[c:3]([CH:4]=[O:5])[cH:6][cH:7][c:8]([Cl:10])[cH:9]1.[K+:20].[K+:21].[O-:22][C:23]([O-:24])=[O:25].[n:11]1[cH:12][c:13]([CH2:17][C:18]#[N:19])[cH:14][cH:15][cH:16]1>>[Cl:1][c:2]1[c:3]([CH:4]=[C:17]([c:13]2[cH:12][n:11][cH:16][cH:15][cH:14]2)[C:18]#[N:19])[cH:6][cH:7][c:8]([Cl:10])[cH:9]1. The reactants are ClCCl (dichloromethane), C([O-])([O-])=O.[K+].[K+] (potassium carbonate), BrC1=CC=C(C(=N1)C(NC)=O)NC1=NC(=NC=C1C(F)(F)F)NC1=C(C=C(CP(OCC)(O)=O)C=C1)OC (ethyl hydrogen (4-{[4-{[6-bromo-2-(methylcarbamoyl)pyridin-3-yl]amino}-5-(trifluoromethyl)pyrimidin-2-yl]amino}-3-methoxybenzyl)phosphonate), BrC1=CC=C(C(=N1)C(NC)=O)NC1=NC(=NC=C1C(F)(F)F)NC1=C(C=C(CP(OCC)(O)=O)C=C1)OC (ethyl hydrogen (4-{[4-{[6-bromo-2-(methylcarbamoyl)pyridin-3-yl]amino}-5-(trifluoromethyl)pyrimidin-2-yl]amino}-3-methoxybenzyl)phosphonate), C(C1=CC=CC=C1)OCCCN1C(=CC(=C1)B1OC(C(O1)(C)C)(C)C)C(=O)OC (methyl 1-[3-(benzyloxy)propyl]-4-(4,4,5,5-tetramethyl-1,3,2-dioxaborolan-2-yl)-1H-pyrrole-2-carboxylate), C(C1=CC=CC=C1)OCCCN1C(=CC(=C1)B1OC(C(O1)(C)C)(C)C)C(=O)OC (methyl 1-[3-(benzyloxy)propyl]-4-(4,4,5,5-tetramethyl-1,3,2-dioxaborolan-2-yl)-1H-pyrrole-2-carboxylate). The reagents and catalysts are C1=CC=C(C=C1)P([C-]2C=CC=C2)C3=CC=CC=C3.C1=CC=C(C=C1)P([C-]2C=CC=C2)C3=CC=CC=C3.Cl[Pd]Cl.[Fe+2] ([1,1′-Bis(diphenylphosphino)ferrocene]dichloropalladium(II)). Run in O1CCOCC1 (dioxane). The product is C(C1=CC=CC=C1)OCCCN1C(=CC(=C1)C1=NC(=C(C=C1)NC1=NC(=NC=C1C(F)(F)F)NC1=C(C=C(C=C1)CP(=O)(O)OCC)OC)C(NC)=O)C(=O)OC (Methyl 1-[3-(benzyloxy)propyl]-4-[5-({2-[(4-{[ethoxy(hydroxy)phosphoryl]methyl}-2-methoxyphenyl)amino]-5-(trifluoromethyl)pyrimidin-4-yl}amino)-6-(methylcarbamoyl)pyridin-2-yl]-1H-pyrrole-2-carboxylate). Yield: 82.3%. Reaction SMILES: ClCCl.C(=O)([O-])[O-].[K+].[K+].Br[C:11]1[N:16]=[C:15]([C:17](=[O:20])[NH:18][CH3:19])[C:14]([NH:21][C:22]2[C:27]([C:28]([F:31])([F:30])[F:29])=[CH:26][N:25]=[C:24]([NH:32][C:33]3[CH:45]=[CH:44][C:36]([CH2:37][P:38](=[O:43])([OH:42])[O:39][CH2:40][CH3:41])=[CH:35][C:34]=3[O:46][CH3:47])[N:23]=2)=[CH:13][CH:12]=1.[CH2:48]([O:55][CH2:56][CH2:57][CH2:58][N:59]1[CH:63]=[C:62](B2OC(C)(C)C(C)(C)O2)[CH:61]=[C:60]1[C:73]([O:75][CH3:76])=[O:74])[C:49]1[CH:54]=[CH:53][CH:52]=[CH:51][CH:50]=1>C1C=CC(P(C2C=CC=CC=2)[C-]2C=CC=C2)=CC=1.C1C=CC(P(C2C=CC=CC=2)[C-]2C=CC=C2)=CC=1.Cl[Pd]Cl.[Fe+2].O1CCOCC1>[CH2:48]([O:55][CH2:56][CH2:57][CH2:58][N:59]1[CH:63]=[C:62]([C:11]2[CH:12]=[CH:13][C:14]([NH:21][C:22]3[C:27]([C:28]([F:31])([F:29])[F:30])=[CH:26][N:25]=[C:24]([NH:32][C:33]4[CH:45]=[CH:44][C:36]([CH2:37][P:38]([O:39][CH2:40][CH3:41])([OH:42])=[O:43])=[CH:35][C:34]=4[O:46][CH3:47])[N:23]=3)=[C:15]([C:17](=[O:20])[NH:18][CH3:19])[N:16]=2)[CH:61]=[C:60]1[C:73]([O:75][CH3:76])=[O:74])[C:49]1[CH:50]=[CH:51][CH:52]=[CH:53][CH:54]=1 |f:1.2.3,6.7.8.9|. Reported procedure: A mixture of [1,1′-Bis(diphenylphosphino)ferrocene]dichloropalladium(II), complex with dichloromethane (1:1) (77.9 mg, 0.095 mmol), potassium carbonate (366 mg, 2.65 mmol), ethyl hydrogen (4-{[4-{[6-bromo-2-(methylcarbamoyl)pyridin-3-yl]amino}-5-(trifluoromethyl)pyrimidin-2-yl]amino}-3-methoxybenzyl)phosphonate (Compound 38C, 543 mg, 0.877 mmol) and methyl 1-[3-(benzyloxy)propyl]-4-(4,4,5,5-tetramethyl-1,3,2-dioxaborolan-2-yl)-1H-pyrrole-2-carboxylate (Compound 38E, 385 mg, 0.964 mmol) in 4:1 di...